From a dataset of the Open Reaction Database (ORD), a public repository of structured organic reaction records. describe an organic reaction: reactants, conditions, products, and yield Reactants: ClC=1C=C(C=CC1)B(O)O ((3-chlorophenyl)boronic acid), ClC=1C(=NC=C(C1)Cl)C#N (3,5-dichloro-2-cyanopyridine), C(=O)([O-])[O-].[K+].[K+] (K2CO3), CN(C=O)C (dimethylformamide), ClC=1C(=NC=C(C1)Cl)C#N (3,5-dichloro-2-cyanopyridine). Reagents/catalysts: C1=CC=C(C=C1)P([C-]2C=CC=C2)C3=CC=CC=C3.C1=CC=C(C=C1)P([C-]2C=CC=C2)C3=CC=CC=C3.Cl[Pd]Cl.[Fe+2] ([1,1′-bis(diphenyphosphino)ferrocene]dichloro-palladium(II)). Solvent: O (water), C(C)(=O)OCC.CO (ethyl acetate methanol). Reaction conditions: temperature 45 celsius, time 18 hour. Product: ClC=1C=C(C=CC1)C=1C=C(C(=NC1)C#N)Cl (5-(3-chlorophenyl)-3-chloro-2-cyanopyridine). Isolated yield 73.0%. RXN SMILES: [Cl:1][C:2]1[CH:3]=[C:4](B(O)O)[CH:5]=[CH:6][CH:7]=1.[Cl:11][C:12]1[C:13]([C:19]#[N:20])=[N:14][CH:15]=[C:16](Cl)[CH:17]=1.C([O-])([O-])=O.[K+].[K+].CN(C)C=O>C1C=CC(P(C2C=CC=CC=2)[C-]2C=CC=C2)=CC=1.C1C=CC(P(C2C=CC=CC=2)[C-]2C=CC=C2)=CC=1.Cl[Pd]Cl.[Fe+2].C(OCC)(=O)C.CO.O>[Cl:1][C:2]1[CH:3]=[C:4]([C:16]2[CH:17]=[C:12]([Cl:11])[C:13]([C:19]#[N:20])=[N:14][CH:15]=2)[CH:5]=[CH:6][CH:7]=1 |f:2.3.4,6.7.8.9,10.11|. Procedure details: To a 100 mL round bottom flask adapted for magnetic stirring and equipped with a nitrogen inlet was charged (3-chlorophenyl)boronic acid (5 g, 32 mmol), 3,5-dichloro-2-cyanopyridine (5.8 g, 34 mmol), K2CO3 (5.5 g, 40 mmol), [1,1′-bis(diphenyphosphino)ferrocene]dichloro-palladium(II) [PdCl2(dppf)] (0.1 g, 0.13 mmol), dimethylformamide (50 mL) and water (5 mL). The reaction solution was agitated and heated to 45° C. and held at that temperature for 18 hours after which the reaction was determined ... Starting materials: C(Cl)Cl (methylene chloride), COC(=C)C(C\C=C/C)C(C)=O ((Z)-2-methoxy- 3-acetyl-1,5-heptadiene), C(CCC)[Li] (n-butyl lithium), C(C)OCC (diethyl ether). Run in C1(=CC=CC=C1)C (toluene), O1CCCC1 (tetrahydrofuran), O1CCCC1 (tetrahydrofuran), CCCCCC (hexane), petroleum ether. Run at time 45 minute. Product: ClC1C(C(C\C=C/C)C(=C)OC)(C)O1 ((Z)- 1-chloro-1,2-epoxy-2-methyl-3-(1-methoxyethenyl)-5-heptene). RXN SMILES: C([Li])CCC.[CH2:6]([Cl:8])Cl.C(OCC)C.[CH3:14][O:15][C:16]([CH:18]([C:23](=[O:25])[CH3:24])[CH2:19]/[CH:20]=[CH:21]\[CH3:22])=[CH2:17]>CCCCCC.O1CCCC1.C1(C)C=CC=CC=1>[Cl:8][CH:6]1[O:25][C:23]1([CH3:24])[CH:18]([C:16]([O:15][CH3:14])=[CH2:17])[CH2:19]/[CH:20]=[CH:21]\[CH3:22]. Reported procedure: A solution of 28 ml. (45 mmol.) of 1.6 M n-butyl lithium in hexane was added dropwise and with stirring during 45 minutes to a solution of 3.2 ml. (50 mmol.) of methylene chloride in 20 ml. of diethyl ether, 20 ml. of petroleum ether, and 140 ml. tetrahydrofuran under nitrogen cooled to -95° in a toluene-liquid nitrogen slush. After 30 minutes, a solution of 6.72 g. (40 mmol.) of (Z)-2-methoxy- 3-acetyl-1,5-heptadiene in 60 ml. of tetrahydrofuran was added dropwise during 45 minutes and the mixt... Reactants: [Al+3], C=NN1CC2CCCCC2C1, CCOCC, [H-], [H-], [H-], [H-], [Li+], [Na+], [Na+], [Na+], O=S(=O)([O-])[O-], [OH-], O. Product: CNN1CC2CCCCC2C1. As a reaction SMILES: [Al+3:2].[CH2:7]=[N:8][N:9]1[CH2:10][CH:11]2[CH2:12][CH2:13][CH2:14][CH2:15][CH:16]2[CH2:17]1.[CH3:28][CH2:29][O:30][CH2:31][CH3:32].[H-:1].[H-:4].[H-:5].[H-:6].[Li+:3].[Na+:19].[Na+:20].[Na+:21].[O-:22][S:23](=[O:24])(=[O:25])[O-:26].[OH-:18].[OH2:27]>>[CH3:7][NH:8][N:9]1[CH2:10][CH:11]2[CH2:12][CH2:13][CH2:14][CH2:15][CH:16]2[CH2:17]1. Yields the product CN1Cc2cc(Br)cnc2NC1=O. As a reaction SMILES: [CH3:1][O:2][C:3](=[O:4])[O:5][CH3:6].[CH3:21][OH:22].[CH3:7][O-:8].[NH2:10][c:11]1[n:12][cH:13][c:14]([Br:20])[cH:15][c:16]1[CH2:17][NH:18][CH3:19].[Na+:9].[OH2:23]>>[O:5]=[C:6]1[NH:10][c:11]2[n:12][cH:13][c:14]([Br:20])[cH:15][c:16]2[CH2:17][N:18]1[CH3:19]. Reactants: COC(=O)OC, CO, C[O-], CNCc1cc(Br)cnc1N, [Na+], O. Starting materials: O=c1c(Br)c(Br)cnn1-c1ccc(O)cc1, ClCCl, C1=COCCC1, Cc1ccc(S(=O)(=O)[O-])cc1, c1cc[nH+]cc1. Yields the product O=c1c(Br)c(Br)cnn1-c1ccc(OC2CCCCO2)cc1. As a reaction SMILES: [Br:24][c:25]1[c:26](=[O:39])[n:27](-[c:32]2[cH:33][cH:34][c:35]([OH:38])[cH:36][cH:37]2)[n:28][cH:29][c:30]1[Br:31].[Cl:40][CH2:41][Cl:42].[O:18]1[CH2:19][CH2:20][CH2:21][CH:22]=[CH:23]1.[c:1]1([CH3:2])[cH:3][cH:4][c:5]([S:6]([O-:7])(=[O:8])=[O:9])[cH:10][cH:11]1.[nH+:12]1[cH:13][cH:14][cH:15][cH:16][cH:17]1>>[O:18]1[CH2:19][CH2:20][CH2:21][CH2:22][CH:23]1[O:38][c:35]1[cH:34][cH:33][c:32](-[n:27]2[c:26](=[O:39])[c:25]([Br:24])[c:30]([Br:31])[cH:29][n:28]2)[cH:37][cH:36]1.